From a dataset of the Open Reaction Database (ORD), a public repository of structured organic reaction records. describe an organic reaction: reactants, conditions, products, and yield Reactants: Nc1cccc(-c2c(Cc3ccccc3)cnc3c(C(F)(F)F)cccc23)c1, O=Cc1cnc2ccccc2c1. Product: FC(F)(F)c1cccc2c(-c3cccc(NCc4cnc5ccccc5c4)c3)c(Cc3ccccc3)cnc12. Reaction SMILES: [CH2:1]([c:2]1[cH:3][cH:4][cH:5][cH:6][cH:7]1)[c:8]1[cH:9][n:10][c:11]2[c:12]([C:25]([F:26])([F:27])[F:28])[cH:13][cH:14][cH:15][c:16]2[c:17]1-[c:18]1[cH:19][c:20]([NH2:24])[cH:21][cH:22][cH:23]1.[n:29]1[cH:30][c:31]([CH:39]=[O:40])[cH:32][c:33]2[cH:34][cH:35][cH:36][cH:37][c:38]12>>[CH2:1]([c:2]1[cH:3][cH:4][cH:5][cH:6][cH:7]1)[c:8]1[cH:9][n:10][c:11]2[c:12]([C:25]([F:26])([F:27])[F:28])[cH:13][cH:14][cH:15][c:16]2[c:17]1-[c:18]1[cH:19][c:20]([NH:24][CH2:39][c:31]2[cH:30][n:29][c:38]3[c:33]([cH:32]2)[cH:34][cH:35][cH:36][cH:37]3)[cH:21][cH:22][cH:23]1.